From a dataset of the Open Reaction Database (ORD), a public repository of structured organic reaction records. describe an organic reaction: reactants, conditions, products, and yield Reactants: CS(C)=O, N#Cc1ccc(F)c(F)c1Cl, [Li+], [Li+], O=C([O-])[O-], CC1NCCC1C(C)(C)O. The product is CC1C(C(C)(C)O)CCN1c1ccc(C#N)c(Cl)c1F. Reaction SMILES: [CH3:28][S:29](=[O:30])[CH3:31].[Cl:11][c:12]1[c:13]([C:14]#[N:15])[cH:16][cH:17][c:18]([F:21])[c:19]1[F:20].[Li+:22].[Li+:23].[O-:24][C:25](=[O:26])[O-:27].[OH:1][C:2]([CH3:3])([CH3:4])[CH:5]1[CH:6]([CH3:10])[NH:7][CH2:8][CH2:9]1>>[OH:1][C:2]([CH3:3])([CH3:4])[CH:5]1[CH:6]([CH3:10])[N:7]([c:18]2[cH:17][cH:16][c:13]([C:14]#[N:15])[c:12]([Cl:11])[c:19]2[F:20])[CH2:8][CH2:9]1.